Dataset: the Open Reaction Database (ORD), a public repository of structured organic reaction records. Task: describe an organic reaction: reactants, conditions, products, and yield Starting materials: CCOC(C)=O, CCCCCC, Cc1[nH]nc(-c2ccccc2)c1Cl, COc1cc(N2CCN(C(=O)CCl)CC2)ccc1Cl, [K+], [K+], O=C([O-])[O-], CN(C)C=O. Yields the product COc1cc(N2CCN(C(=O)Cn3nc(-c4ccccc4)c(Cl)c3C)CC2)ccc1Cl. RXN SMILES: [C:44]([O:45][CH2:46][CH3:47])(=[O:48])[CH3:49].[CH3:50][CH2:51][CH2:52][CH2:53][CH2:54][CH3:55].[Cl:1][c:2]1[c:3](-[c:8]2[cH:9][cH:10][cH:11][cH:12][cH:13]2)[n:4][nH:5][c:6]1[CH3:7].[Cl:20][CH2:21][C:22](=[O:23])[N:24]1[CH2:25][CH2:26][N:27]([c:30]2[cH:31][c:32]([O:37][CH3:38])[c:33]([Cl:36])[cH:34][cH:35]2)[CH2:28][CH2:29]1.[K+:14].[K+:15].[O-:16][C:17]([O-:18])=[O:19].[O:39]=[CH:40][N:41]([CH3:42])[CH3:43]>>[Cl:1][c:2]1[c:3](-[c:8]2[cH:9][cH:10][cH:11][cH:12][cH:13]2)[n:4][n:5]([CH2:21][C:22](=[O:23])[N:24]2[CH2:25][CH2:26][N:27]([c:30]3[cH:31][c:32]([O:37][CH3:38])[c:33]([Cl:36])[cH:34][cH:35]3)[CH2:28][CH2:29]2)[c:6]1[CH3:7].